From a dataset of the Open Reaction Database (ORD), a public repository of structured organic reaction records. describe an organic reaction: reactants, conditions, products, and yield Starting materials: CCO, CN(C)CCn1c(=O)c2cc([N+](=O)[O-])ccc2c2cnc3cc4c(cc3c21)OCO4, NN, O. Product: CN(C)CCn1c(=O)c2cc(N)ccc2c2cnc3cc4c(cc3c21)OCO4. Reaction SMILES: [CH3:34][CH2:35][OH:36].[N+:1]([O-:2])(=[O:3])[c:4]1[cH:5][cH:6][c:7]2[c:8]([c:9](=[O:29])[n:10]([CH2:24][CH2:25][N:26]([CH3:27])[CH3:28])[c:11]3[c:12]4[c:13]([n:14][cH:15][c:16]23)[cH:17][c:18]2[c:19]([cH:20]4)[O:21][CH2:22][O:23]2)[cH:30]1.[NH2:32][NH2:33].[OH2:31]>>[NH2:1][c:4]1[cH:5][cH:6][c:7]2[c:8]([c:9](=[O:29])[n:10]([CH2:24][CH2:25][N:26]([CH3:27])[CH3:28])[c:11]3[c:12]4[c:13]([n:14][cH:15][c:16]23)[cH:17][c:18]2[c:19]([cH:20]4)[O:21][CH2:22][O:23]2)[cH:30]1. Reactants: C=CCCCBr, CC(C)=O, [I-], C=CCCCI, [Na+], CCOP(OCC)OCC. The product is C=CCCCP(=O)(OCC)OCC. RXN SMILES: [Br:3][CH2:4][CH2:5][CH2:6][CH:7]=[CH2:8].[CH3:25][C:26](=[O:27])[CH3:28].[I-:2].[I:19][CH2:20][CH2:21][CH2:22][CH:23]=[CH2:24].[Na+:1].[P:9]([O:10][CH2:11][CH3:12])([O:13][CH2:14][CH3:15])[O:16][CH2:17][CH3:18]>>[CH2:4]([CH2:5][CH2:6][CH:7]=[CH2:8])[P:9]([O:10][CH2:11][CH3:12])([O:13][CH2:14][CH3:15])=[O:16].